Task: describe an organic reaction: reactants, conditions, products, and yield. Dataset: the Open Reaction Database (ORD), a public repository of structured organic reaction records The reactants are [OH-].[K+] (KOH), BrC1=CC=CC(=N1)\C(\C)=N\C1=C(C=CC=C1C(C)C)C(C)C (N-[(1E)-1-(6-bromopyridin-2-yl)ethylidene]-2,6-diisopropylaniline), C[Al](C)C (AlMe3). The solvent is C1(=CC=CC=C1)C (toluene), C1(=CC=CC=C1)C (toluene). The product is BrC1=CC=CC(=N1)C(C)(C)NC1=C(C=CC=C1C(C)C)C(C)C (N-[1-(6-Bromopyridin-2-yl)-1-methylethyl]-2,6-diisopropylaniline). As a reaction SMILES: [Br:1][C:2]1[N:7]=[C:6](/[C:8](=[N:10]/[C:11]2[C:16]([CH:17]([CH3:19])[CH3:18])=[CH:15][CH:14]=[CH:13][C:12]=2[CH:20]([CH3:22])[CH3:21])/[CH3:9])[CH:5]=[CH:4][CH:3]=1.[CH3:23][Al](C)C.[OH-].[K+]>C1(C)C=CC=CC=1>[Br:1][C:2]1[N:7]=[C:6]([C:8]([NH:10][C:11]2[C:16]([CH:17]([CH3:18])[CH3:19])=[CH:15][CH:14]=[CH:13][C:12]=2[CH:20]([CH3:22])[CH3:21])([CH3:23])[CH3:9])[CH:5]=[CH:4][CH:3]=1 |f:2.3|. Procedure details: In argon atmosphere, to a solution of 3.61 g (10.0 mmol) of N-[(1E)-1-(6-bromopyridin-2-yl)ethylidene]-2,6-diisopropylaniline in 80 ml of dry toluene cooled to 0° C. a solution of 1.44 g (20.0 mmol) of AlMe3 in 20 ml of dry toluene was added dropwise by vigorous stirring for ten minutes. The resulting mixture was slowly warmed to room temperature, stirred for 25 min at 40° C., cooled to 0° C., and then 80 ml of 5% KOH was added dropwise for 1 h at this temperature. The aqueous layer was separate...